describe an organic reaction: reactants, conditions, products, and yield From a dataset of the Open Reaction Database (ORD), a public repository of structured organic reaction records. Starting materials: [K] (potassium), ClC1=C(C=CC(=C1)OC)O (2-chloro-4-methoxyphenol), BrCCCCCBr (1,5-dibromopentane). Yields the product ClC1=C(OCCCCCBr)C=CC(=C1)OC (5-(2-chloro-4-methoxyphenoxy)pentyl bromide). As a reaction SMILES: [K].[Cl:2][C:3]1[CH:8]=[C:7]([O:9][CH3:10])[CH:6]=[CH:5][C:4]=1[OH:11].[Br:12][CH2:13][CH2:14][CH2:15][CH2:16][CH2:17]Br>>[Cl:2][C:3]1[CH:8]=[C:7]([O:9][CH3:10])[CH:6]=[CH:5][C:4]=1[O:11][CH2:17][CH2:16][CH2:15][CH2:14][CH2:13][Br:12] |^1:0|. Reported procedure: The intermediate 5-(2-chloro-4-methoxyphenoxy)pentyl bromide was prepared from the potassium salt of 2-chloro-4-methoxyphenol and 1,5-dibromopentane. Starting materials: C(C1=CC=CC=C1)Br (benzyl bromide), O (water), [H-].[Na+] (sodium hydride), [N+](=O)([O-])C=1C=NC2=CC(=CC=C2C1)O (3-nitro-7-hydroxyquinoline). The solvent is CN(C)C=O (DMF). Reaction conditions: time 20 minute. Product: C(C1=CC=CC=C1)OC1=CC=C2C=C(C=NC2=C1)[N+](=O)[O-] (7-benzyloxy-3-nitroquinoline), product. The yield is 95.0%. RXN SMILES: [N+:1]([C:4]1[CH:5]=[N:6][C:7]2[C:12]([CH:13]=1)=[CH:11][CH:10]=[C:9]([OH:14])[CH:8]=2)([O-:3])=[O:2].[H-].[Na+].[CH2:17](Br)[C:18]1[CH:23]=[CH:22][CH:21]=[CH:20][CH:19]=1.O>CN(C=O)C>[CH2:17]([O:14][C:9]1[CH:8]=[C:7]2[C:12]([CH:13]=[C:4]([N+:1]([O-:3])=[O:2])[CH:5]=[N:6]2)=[CH:11][CH:10]=1)[C:18]1[CH:23]=[CH:22][CH:21]=[CH:20][CH:19]=1 |f:1.2|. Procedure details: In DMF (75 mL) was dissolved 3-nitro-7-hydroxyquinoline (5.0 g, 26.2 mmol.). Under chilling with ice, to the solution was added sodium hydride (1.15 g, 29 mmol.). After 20 minutes, benzyl bromide (3.4 mL, 29 mmol.) was further added for 10 minutes. The mixture was then stirred overnight at room temperature. After the completion of reaction was confirmed, the mixture was poured into a mixture of ice and water. The precipitated crystalline product was collected by filtration, washed with water, an... The reactants are BrC=1C=C(NC=2C3=C(N=CN2)N=C(C=C3)F)C=CC1 (4-(3-bromoanilino)-7-fluoropyrido[2,3-d]pyrimidine), N (ammonia). Run in CCO (EtOH). Conditions: temperature 100 celsius. Yields the product NC=1C=CC2=C(N=CN=C2NC2=CC(=CC=C2)Br)N1 (7-amino-4-(3-bromoanilino)pyrido[2,3-d]pyrimidine). Isolated yield 90.0%. As a reaction SMILES: [Br:1][C:2]1[CH:3]=[C:4]([CH:17]=[CH:18][CH:19]=1)[NH:5][C:6]1[C:7]2[CH:15]=[CH:14][C:13](F)=[N:12][C:8]=2[N:9]=[CH:10][N:11]=1.[NH3:20]>CCO>[NH2:20][C:13]1[CH:14]=[CH:15][C:7]2[C:6]([NH:5][C:4]3[CH:17]=[CH:18][CH:19]=[C:2]([Br:1])[CH:3]=3)=[N:11][CH:10]=[N:9][C:8]=2[N:12]=1. Procedure: A solution of 4-(3-bromoanilino)-7-fluoropyrido[2,3-d]pyrimidine (0.20 g, 0.63 mmol) in EtOH (20 mL) is saturated with ammonia and warmed at 100° C. in a pressure vessel for 30 h. The solvent is removed under reduced pressure to give 7-amino-4-(3-bromoanilino)pyrido[2,3-d]pyrimidine (0.18 g, 90%). 1H NMR (DMSO) δ 9.97 (1H, brs), 8.59 (1H, s), 8.51 (1H, d, J=9.3 Hz), 8.11 (1H, sl brs), 7.77 (1H, brd, J=6.3 Hz), 7.44 (2H, brs), 7.37-7.30 (2H, m), 6.81 (1H, d, J=9.3 Hz).